From a dataset of the Open Reaction Database (ORD), a public repository of structured organic reaction records. describe an organic reaction: reactants, conditions, products, and yield Starting materials: C(CCC=C=CC\C=C/CCCCCCCCCCC)(=O)OC (methyl 4,5,8Z-eicosatrienoate), [OH-].[K+] (potassium hydroxide). The solvent is C(C)O (ethanol). Conditions: time 7 hour. Yields the product C(CCC=C=CC\C=C/CCCCCCCCCCC)(=O)[O-].[K+] (potassium 4,5,8Z-eicosatrienoate). Reaction SMILES: [C:1]([O:22]C)(=[O:21])[CH2:2][CH2:3][CH:4]=[C:5]=[CH:6][CH2:7]/[CH:8]=[CH:9]\[CH2:10][CH2:11][CH2:12][CH2:13][CH2:14][CH2:15][CH2:16][CH2:17][CH2:18][CH2:19][CH3:20].[OH-].[K+:25]>C(O)C>[C:1]([O-:22])(=[O:21])[CH2:2][CH2:3][CH:4]=[C:5]=[CH:6][CH2:7]/[CH:8]=[CH:9]\[CH2:10][CH2:11][CH2:12][CH2:13][CH2:14][CH2:15][CH2:16][CH2:17][CH2:18][CH2:19][CH3:20].[K+:25] |f:1.2,4.5|. Procedure details: A solution of 160 mg of methyl 4,5,8Z-eicosatrienoate in 20 ml of ethanol was treated 0.5 ml of 1.0N aqueous potassium hydroxide and the reaction mixture was stirred under nitrogen at room temperature for 7 hours. The solvents were removed under reduced pressure and the resulting oil was dried for several hours at 0.02 mn and 25° C. to give 168 mg of potassium 4,5,8Z-eicosatrienoate. The reactants are [Br-], C=C(C)c1ccc(O)cc1, CCCC[N+](CCCC)(CCCC)CCCC, ClCCl, CI, [Cl-], [Na+], [Na+], [OH-], O. Product: C=C(C)c1ccc(OC)cc1. RXN SMILES: [Br-:17].[C:5](=[CH2:6])([CH3:7])[c:8]1[cH:9][cH:10][c:11]([OH:14])[cH:12][cH:13]1.[CH2:18]([N+:19]([CH2:20][CH2:21][CH2:22][CH3:23])([CH2:24][CH2:25][CH2:26][CH3:27])[CH2:28][CH2:29][CH2:30][CH3:31])[CH2:32][CH2:33][CH3:34].[CH2:35]([Cl:36])[Cl:37].[CH3:15][I:16].[Cl-:4].[Na+:2].[Na+:3].[OH-:1].[OH2:38]>>[C:5](=[CH2:6])([CH3:7])[c:8]1[cH:9][cH:10][c:11]([O:14][CH3:15])[cH:12][cH:13]1. Reaction SMILES: [Si:1]([O:8][CH2:9][CH:10]1[CH2:12][CH:11]1[CH2:13][CH2:14]O)([C:4]([CH3:7])([CH3:6])[CH3:5])([CH3:3])[CH3:2].C1(P(C2C=CC=CC=2)C2C=CC=CC=2)C=CC=CC=1.[Br:35]Br.C(=O)([O-])O.[Na+]>CN(C)C=O>[Si:1]([O:8][CH2:9][CH:10]1[CH2:12][CH:11]1[CH2:13][CH2:14][Br:35])([C:4]([CH3:7])([CH3:6])[CH3:5])([CH3:3])[CH3:2] |f:3.4|. Starting materials: C(O)([O-])=O.[Na+] (sodium hydrogen carbonate), [Si](C)(C)(C(C)(C)C)OCC1C(C1)CCO (2-(2-hydroxyethyl)cyclopropylmethyl t-butyldimethylsilyl ether), BrBr (Bromine), C1(=CC=CC=C1)P(C1=CC=CC=C1)C1=CC=CC=C1 (triphenylphosphine). Reaction conditions: temperature -20 celsius, time 5 minute. The solvent is CN(C=O)C (N,N-dimethylformamide). Yield: 14.2%. Product: [Si](C)(C)(C(C)(C)C)OCC1C(C1)CCBr (2-(2-bromoethyl)cyclopropylmethyl t-butyldimethylsilyl ether). Procedure: 2-(2-hydroxyethyl)cyclopropylmethyl t-butyldimethylsilyl ether (15.0 g, 65 mmol) was dissolved in N,N-dimethylformamide (120 ml), and triphenylphosphine (17.3 g, 66 mmol) was added thereto at room temperature. Twenty minutes later, the mixture was cooled to -20° C. Bromine (10.5 g, 66 mmol) was added thereto over a period of 5 minutes, and the temperature was gradually raised to 0° C. The mixture was poured into a saturated sodium hydrogen carbonate aqueous solution, and the product was extracte... Yields the product CC(Br)c1cc(Br)ccc1OCc1ccccc1. Starting materials: BrC(Br)(Br)Br, CC(O)c1cc(Br)ccc1OCc1ccccc1, ClCCl, c1ccc(P(c2ccccc2)c2ccccc2)cc1. RXN SMILES: [C:38]([Br:39])([Br:40])([Br:41])[Br:42].[CH2:1]([c:2]1[cH:3][cH:4][cH:5][cH:6][cH:7]1)[O:8][c:9]1[c:10]([CH:16]([CH3:17])[OH:18])[cH:11][c:12]([Br:15])[cH:13][cH:14]1.[Cl:43][CH2:44][Cl:45].[c:19]1([P:20]([c:21]2[cH:22][cH:23][cH:24][cH:25][cH:26]2)[c:27]2[cH:28][cH:29][cH:30][cH:31][cH:32]2)[cH:33][cH:34][cH:35][cH:36][cH:37]1>>[CH2:1]([c:2]1[cH:3][cH:4][cH:5][cH:6][cH:7]1)[O:8][c:9]1[c:10]([CH:16]([CH3:17])[Br:39])[cH:11][c:12]([Br:15])[cH:13][cH:14]1. The solvent is C(Cl)Cl (DCM), P(=O)(Cl)(Cl)Cl (phosphorusoxychloride), C(C)(=O)O (acetic acid), O (H2O). Starting materials: [Na+].C(=O)C1=CC=C(O1)S(=O)(=O)[O-] (5-formylfuran-2-sulfonic acid sodium salt), crude oil, C(C)(C)(C)N (tert-butylamine), material, Cl.NO (hydroxylamine hydrochloride). As a reaction SMILES: [Na+].[CH:2]([C:4]1[O:8][C:7]([S:9]([O-:12])(=[O:11])=O)=[CH:6][CH:5]=1)=O.Cl.[NH2:14]O.[C:16]([NH2:20])([CH3:19])([CH3:18])[CH3:17]>O.C(O)(=O)C.P(Cl)(Cl)(Cl)=O.C(Cl)Cl>[C:16]([NH:20][S:9]([C:7]1[O:8][C:4]([C:2]#[N:14])=[CH:5][CH:6]=1)(=[O:11])=[O:12])([CH3:19])([CH3:18])[CH3:17] |f:0.1,2.3|. Yields the product C(C)(C)(C)NS(=O)(=O)C=1OC(=CC1)C#N (N-(tert-butyl)-5-cyanofuran-2-sulfonamide). Reported procedure: A solution of 5-formylfuran-2-sulfonic acid sodium salt (2.97 g), and hydroxylamine hydrochloride (1.05 g) in H2O (1.35 mL) and acetic acid (21 mL) was, heated at 60° C. for 4 h. After cooling to room temperature the solvent was removed in vacuo. The crude residue was triturated with Et2O (3×50 mL) and dried under high vacuum to give a crude pale brown solid. A solution of this material (3.7 g) in phosphorusoxychloride (100 mL) was heated at 60° C. for 18 h. After cooling to room temperature the... Conditions: temperature 60 celsius, time 2 day. Starting materials: FC(C(=O)O)(F)F.COC1=CC(=C(OC2=CC=C(CNC(=O)C3(CC3)N)C=C2)C=C1)C(F)(F)F (1-amino-cyclopropanecarboxylic acid 4-(4-methoxy-2-trifluoromethyl-phenoxy)-benzylamide-trifluoroacetic acid salt), CCN(C(C)C)C(C)C (DIPEA), CN(C)C(=[N+](C)C)ON1C2=C(C=CC=C2)N=N1.[B-](F)(F)(F)F (TBTU), OC1=CC=CC(=N1)C(=O)O (6-hydroxypicolinic acid). The solvent is CN(C)C=O (DMF). Run at time 5 minute. Yields the product COC1=CC(=C(OC2=CC=C(CNC(=O)C3(CC3)NC(=O)C3=NC(=CC=C3)O)C=C2)C=C1)C(F)(F)F (6-hydroxy-pyridine-2-carboxylic acid{1-[4-(4-methoxy-2-trifluoromethyl-phenoxy)-benzylcarbamoyl]-cyclopropyl}-amide). Reaction SMILES: CCN(C(C)C)C(C)C.CN(C(ON1N=NC2C=CC=CC1=2)=[N+](C)C)C.[B-](F)(F)(F)F.[OH:32][C:33]1[N:38]=[C:37]([C:39]([OH:41])=O)[CH:36]=[CH:35][CH:34]=1.FC(F)(F)C(O)=O.[CH3:49][O:50][C:51]1[CH:71]=[CH:70][C:54]([O:55][C:56]2[CH:69]=[CH:68][C:59]([CH2:60][NH:61][C:62]([C:64]3([NH2:67])[CH2:66][CH2:65]3)=[O:63])=[CH:58][CH:57]=2)=[C:53]([C:72]([F:75])([F:74])[F:73])[CH:52]=1>CN(C=O)C>[CH3:49][O:50][C:51]1[CH:71]=[CH:70][C:54]([O:55][C:56]2[CH:69]=[CH:68][C:59]([CH2:60][NH:61][C:62]([C:64]3([NH:67][C:39]([C:37]4[CH:36]=[CH:35][CH:34]=[C:33]([OH:32])[N:38]=4)=[O:41])[CH2:65][CH2:66]3)=[O:63])=[CH:58][CH:57]=2)=[C:53]([C:72]([F:73])([F:74])[F:75])[CH:52]=1 |f:1.2,4.5|. Procedure details: 74 μL (0.43 mmol) of DIPEA and 57.7 mg (0.18 mmol) of TBTU were added to a solution of 20 mg (0.14 mmol) of 6-hydroxypicolinic acid in 100 μL DMF and the mixture was stirred for 5 min at RT. Then 71 mg (0.14 mmol) of 1-amino-cyclopropanecarboxylic acid 4-(4-methoxy-2-trifluoromethyl-phenoxy)-benzylamide-trifluoroacetic acid salt (from 84a) was added and the mixture was stirred for 3 days at ambient temperature. The reaction mixture was purified by chromatography (reversed phase). Starting materials: CCOC(=O)CP(=O)(OCC)OCC, [Cl-], [H-], O=Cc1cc([N+](=O)[O-])ccc1-c1ccc(OC(F)(F)F)cc1, [NH4+], [Na+], C1CCOC1. Yields the product CCOC(=O)C=Cc1cc([N+](=O)[O-])ccc1-c1ccc(OC(F)(F)F)cc1. As a reaction SMILES: [CH3:1][CH2:2][O:3][C:4](=[O:5])[CH2:6][P:7]([O:8][CH2:9][CH3:10])([O:11][CH2:12][CH3:13])=[O:14].[Cl-:39].[H-:15].[N+:17](=[O:18])([O-:19])[c:20]1[cH:21][c:22]([CH:37]=[O:38])[c:23](-[c:26]2[cH:27][cH:28][c:29]([O:32][C:33]([F:34])([F:35])[F:36])[cH:30][cH:31]2)[cH:24][cH:25]1.[NH4+:40].[Na+:16].[O:41]1[CH2:42][CH2:43][CH2:44][CH2:45]1>>[CH3:1][CH2:2][O:3][C:4](=[O:5])[CH:6]=[CH:37][c:22]1[cH:21][c:20]([N+:17](=[O:18])[O-:19])[cH:25][cH:24][c:23]1-[c:26]1[cH:27][cH:28][c:29]([O:32][C:33]([F:34])([F:35])[F:36])[cH:30][cH:31]1.